From a dataset of the Open Reaction Database (ORD), a public repository of structured organic reaction records. describe an organic reaction: reactants, conditions, products, and yield Starting materials: C1CCOC1, [Li]CCCC, CC(C)[N-]C(C)C, CC(C)NC(C)C, Clc1ccncc1, [Li+], [Na+], O=C([O-])O, CN(C)C=O. Yields the product O=Cc1cnccc1Cl. As a reaction SMILES: [CH2:38]1[O:39][CH2:40][CH2:41][CH2:42]1.[CH3:16][CH2:17][CH2:18][CH2:19][Li:20].[CH3:2][CH:3]([N-:4][CH:5]([CH3:6])[CH3:7])[CH3:8].[CH:9]([NH:10][CH:11]([CH3:12])[CH3:13])([CH3:14])[CH3:15].[Cl:21][c:22]1[cH:23][cH:24][n:25][cH:26][cH:27]1.[Li+:1].[Na+:37].[O-:33][C:34]([OH:35])=[O:36].[O:28]=[CH:29][N:30]([CH3:31])[CH3:32]>>[Cl:21][c:22]1[c:23]([CH:29]=[O:28])[cH:24][n:25][cH:26][cH:27]1.